Dataset: the Open Reaction Database (ORD), a public repository of structured organic reaction records. Task: describe an organic reaction: reactants, conditions, products, and yield Reactants: CCO, COC(=O)c1cc2cc([N+](=O)[O-])ccc2s1, O, O, Cl[Sn]Cl. Product: COC(=O)c1cc2cc(N)ccc2s1. RXN SMILES: [CH3:22][CH2:23][OH:24].[N+:1]([O-:2])(=[O:3])[c:4]1[cH:5][c:6]2[c:7]([s:8][c:9]([C:11](=[O:12])[O:13][CH3:14])[cH:10]2)[cH:15][cH:16]1.[OH2:17].[OH2:18].[Sn:19]([Cl:20])[Cl:21]>>[NH2:1][c:4]1[cH:5][c:6]2[c:7]([s:8][c:9]([C:11](=[O:12])[O:13][CH3:14])[cH:10]2)[cH:15][cH:16]1. Starting materials: CO, COC(=O)c1ccc(OC)cc1OC, NN. The product is COc1ccc(C(=O)NN)c(OC)c1. As a reaction SMILES: [CH3:17][OH:18].[CH3:1][O:2][C:3]([c:4]1[c:5]([O:12][CH3:13])[cH:6][c:7]([O:10][CH3:11])[cH:8][cH:9]1)=[O:14].[NH2:15][NH2:16]>>[O:2]=[C:3]([c:4]1[c:5]([O:12][CH3:13])[cH:6][c:7]([O:10][CH3:11])[cH:8][cH:9]1)[NH:15][NH2:16]. Starting materials: CCOC(=O)c1cnc2cc(CNC(=O)OC(C)(C)C)c(-c3ccc(Cl)cc3Cl)cn12, CO, Cl, [Li+], [OH-], O, O. Product: CC(C)(C)OC(=O)NCc1cc2ncc(C(=O)O)n2cc1-c1ccc(Cl)cc1Cl. RXN SMILES: [CH2:1]([CH3:2])[O:3][C:4](=[O:5])[c:6]1[cH:7][n:8][c:9]2[n:10]1[cH:11][c:12](-[c:24]1[c:25]([Cl:31])[cH:26][c:27]([Cl:30])[cH:28][cH:29]1)[c:13]([CH2:15][NH:16][C:17](=[O:18])[O:19][C:20]([CH3:21])([CH3:22])[CH3:23])[cH:14]2.[CH3:36][OH:37].[ClH:35].[Li+:33].[OH-:32].[OH2:34].[OH2:38]>>[O:3]=[C:4]([OH:5])[c:6]1[cH:7][n:8][c:9]2[n:10]1[cH:11][c:12](-[c:24]1[c:25]([Cl:31])[cH:26][c:27]([Cl:30])[cH:28][cH:29]1)[c:13]([CH2:15][NH:16][C:17](=[O:18])[O:19][C:20]([CH3:21])([CH3:22])[CH3:23])[cH:14]2. Reactants: FC=1C=NC=CC1C=1OC2=C(C1)C=C(C=C2)C(F)(F)F (3-fluoro-4-[5-(trifluoromethyl)benzofuran-2-yl]pyridine), [Na].C(C)S (ethyl mercaptan sodium salt), CN(C)C=O (DMF). Solvent: O (Water). The product is C(C)SC=1C=NC=CC1C=1OC2=C(C1)C=C(C=C2)C(F)(F)F (3-ethylthio-4-[5-(trifluoromethyl)benzofuran-2-yl]pyridine). Yield: 90.4%. As a reaction SMILES: F[C:2]1[CH:3]=[N:4][CH:5]=[CH:6][C:7]=1[C:8]1[O:9][C:10]2[CH:16]=[CH:15][C:14]([C:17]([F:20])([F:19])[F:18])=[CH:13][C:11]=2[CH:12]=1.[Na].[CH2:22]([SH:24])[CH3:23].CN(C=O)C>O>[CH2:22]([S:24][C:2]1[CH:3]=[N:4][CH:5]=[CH:6][C:7]=1[C:8]1[O:9][C:10]2[CH:16]=[CH:15][C:14]([C:17]([F:20])([F:19])[F:18])=[CH:13][C:11]=2[CH:12]=1)[CH3:23] |f:1.2,^1:20|. Reported procedure: A mixture of 0.25 g of 3-fluoro-4-[5-(trifluoromethyl)benzofuran-2-yl]pyridine, 0.11 g of ethyl mercaptan sodium salt and 3.5 ml of DMF was stirred under ice-cooling for 2 hours. Water was added to the reaction mixture, and the mixture was extracted twice with ethyl acetate. The organic layers were combined and washed with water and saturated brine and dried over magnesium sulfate, then concentrated under reduced pressure. The residue was subjected to silica gel column chromatography to obtain 0... Starting materials: NCC1=CC(=C(C(=C1)C=C)NS(=O)(=O)C)F (N-(4-Aminomethyl-2-fluoro-6-vinylphenyl)methanesulfonamide), C(C)(C)(C)C1=CC=C(C=C1)C=C(C(=O)O)F (3-(4-tert-Butylphenyl)-2-fluoroacrylic acid), CCOC(=O)OC(=O)OCC (DEPC), TEA. Solvent: CN(C)C=O (DMF). Conditions: time 12 hour. The product is C(C)(C)(C)C1=CC=C(C=C1)C=C(C(=O)NCC1=CC(=C(C(=C1)C=C)NS(=O)(=O)C)F)F (3-(4-tert-Butylphenyl)-2-fluoro-N-(3-fluoro-4-methanesulfonylamino-5-vinylbenzyl)acrylamide). Yield: 47.8%. As a reaction SMILES: [NH2:1][CH2:2][C:3]1[CH:8]=[C:7]([CH:9]=[CH2:10])[C:6]([NH:11][S:12]([CH3:15])(=[O:14])=[O:13])=[C:5]([F:16])[CH:4]=1.[C:17]([C:21]1[CH:26]=[CH:25][C:24]([CH:27]=[C:28]([F:32])[C:29](O)=[O:30])=[CH:23][CH:22]=1)([CH3:20])([CH3:19])[CH3:18].CCOC(OC(OCC)=O)=O>CN(C=O)C>[C:17]([C:21]1[CH:22]=[CH:23][C:24]([CH:27]=[C:28]([F:32])[C:29]([NH:1][CH2:2][C:3]2[CH:8]=[C:7]([CH:9]=[CH2:10])[C:6]([NH:11][S:12]([CH3:15])(=[O:14])=[O:13])=[C:5]([F:16])[CH:4]=2)=[O:30])=[CH:25][CH:26]=1)([CH3:20])([CH3:18])[CH3:19]. Procedure: N-(4-Aminomethyl-2-fluoro-6-vinylphenyl)methanesulfonamide (1.1 eq, 0.15 mmol, 53.24 mg), 3-(4-tert-Butylphenyl)-2-fluoroacrylic acid (1 eq, 0.14 mmol, 30 mg), DEPC (1.2 eq, 0.17 mmol, 25.49 μl), and TEA (2 eq, 0.28 mmol, 39.09 μl) were added in DMF under argon atmosphere. The reaction mixture was stirred for 12 hrs. The reaction mixture was purified according to similar procedure of Example 21 to yield title product (30.0 mg, 48%). Reactants: CCNc1ncccc1C(=O)N(C)c1ccc(OC)nc1Br, [H-], [Na+], Cc1ccccc1C. Yields the product CCN1c2ncccc2C(=O)N(C)c2ccc(OC)nc21. As a reaction SMILES: [Br:3][c:4]1[n:5][c:6]([O:23][CH3:24])[cH:7][cH:8][c:9]1[N:10]([C:11](=[O:12])[c:13]1[c:14]([NH:19][CH2:20][CH3:21])[n:15][cH:16][cH:17][cH:18]1)[CH3:22].[H-:1].[Na+:2].[c:25]1([CH3:26])[c:27]([CH3:28])[cH:29][cH:30][cH:31][cH:32]1>>[c:4]12[n:5][c:6]([O:23][CH3:24])[cH:7][cH:8][c:9]1[N:10]([CH3:22])[C:11](=[O:12])[c:13]1[c:14]([n:15][cH:16][cH:17][cH:18]1)[N:19]2[CH2:20][CH3:21].